This data is from the Open Reaction Database (ORD), a public repository of structured organic reaction records. The task is: describe an organic reaction: reactants, conditions, products, and yield As a reaction SMILES: [C:1]([N:5]([C:2](=[O:3])[O-:4])[CH:9]1[CH2:10][N:11]([C:15](=[O:16])[N:17]2[C:18](=[O:48])[N:19]([c:38]3[cH:39][c:40]([C:44]([F:45])([F:46])[F:47])[cH:41][cH:42][cH:43]3)[C:20]([CH3:37])=[C:21]([C:35]#[N:36])[CH:22]2[c:23]2[c:24]([S:31](=[O:32])(=[O:33])[CH3:34])[cH:25][c:26]([C:29]#[N:30])[cH:27][cH:28]2)[CH2:12][CH2:13][CH2:14]1)([CH3:6])([CH3:7])[CH3:8].[ClH:49].[O:50]1[CH2:51][CH2:52][O:53][CH2:54][CH2:55]1>>[NH2:5][CH:9]1[CH2:10][N:11]([C:15](=[O:16])[N:17]2[C:18](=[O:48])[N:19]([c:38]3[cH:39][c:40]([C:44]([F:45])([F:46])[F:47])[cH:41][cH:42][cH:43]3)[C:20]([CH3:37])=[C:21]([C:35]#[N:36])[CH:22]2[c:23]2[c:24]([S:31](=[O:32])(=[O:33])[CH3:34])[cH:25][c:26]([C:29]#[N:30])[cH:27][cH:28]2)[CH2:12][CH2:13][CH2:14]1. Product: CC1=C(C#N)C(c2ccc(C#N)cc2S(C)(=O)=O)N(C(=O)N2CCCC(N)C2)C(=O)N1c1cccc(C(F)(F)F)c1. Reactants: CC1=C(C#N)C(c2ccc(C#N)cc2S(C)(=O)=O)N(C(=O)N2CCCC(N(C(=O)[O-])C(C)(C)C)C2)C(=O)N1c1cccc(C(F)(F)F)c1, Cl, C1COCCO1. Starting materials: [Br-], [Br-], [Br-], CC12CCC3C4=C(CCC3C1CCC2CO)CC(=O)CC4, C[N+](C)(C)c1ccccc1, C[N+](C)(C)c1ccccc1, C[N+](C)(C)c1ccccc1, c1ccncc1. Product: CC12CCC3=C4CCC(=O)C=C4CCC3C1CCC2CO. Reaction SMILES: [Br-:1].[Br-:2].[Br-:3].[OH:34][CH2:35][CH:36]1[C:37]2([CH3:38])[CH:39]([CH2:40][CH2:41]1)[CH:42]1[CH2:43][CH2:44][C:45]3=[C:50]([CH2:49][CH2:48][C:47](=[O:54])[CH2:46]3)[CH:51]1[CH2:52][CH2:53]2.[c:14]1([N+:15]([CH3:16])([CH3:17])[CH3:18])[cH:19][cH:20][cH:21][cH:22][cH:23]1.[c:24]1([N+:25]([CH3:26])([CH3:27])[CH3:28])[cH:29][cH:30][cH:31][cH:32][cH:33]1.[c:4]1([N+:5]([CH3:6])([CH3:7])[CH3:8])[cH:9][cH:10][cH:11][cH:12][cH:13]1.[cH:55]1[cH:56][cH:57][n:58][cH:59][cH:60]1>>[OH:34][CH2:35][CH:36]1[C:37]2([CH3:38])[CH:39]([CH2:40][CH2:41]1)[CH:42]1[CH2:43][CH2:44][C:45]3=[CH:46][C:47](=[O:54])[CH2:48][CH2:49][C:50]3=[C:51]1[CH2:52][CH2:53]2. Starting materials: BrC=1C(OC(C1C1=CC=CC=C1)=O)=O (3-bromo-4-phenylfuran-2,5-dione), C1(=CC=CC=C1)NN (phenylhydrazine). Run in C(Cl)(Cl)Cl (chloroform), C(Cl)(Cl)Cl (chloroform). Reaction conditions: time 8 hour. The product is N(C1=CC=CC=C1)N1C(C(=C(C1=O)C1=CC=CC=C1)Br)=O (1-Anilino-3-bromo-4-phenylpyrrol-2,5-dione). Reaction SMILES: [Br:1][C:2]1[C:3](=[O:14])O[C:5](=[O:13])[C:6]=1[C:7]1[CH:12]=[CH:11][CH:10]=[CH:9][CH:8]=1.[C:15]1([NH:21][NH2:22])[CH:20]=[CH:19][CH:18]=[CH:17][CH:16]=1>C(Cl)(Cl)Cl>[NH:21]([N:22]1[C:5](=[O:13])[C:6]([C:7]2[CH:8]=[CH:9][CH:10]=[CH:11][CH:12]=2)=[C:2]([Br:1])[C:3]1=[O:14])[C:15]1[CH:20]=[CH:19][CH:18]=[CH:17][CH:16]=1. Procedure details: 4.3 g (17 mmol) of 3-bromo-4-phenylfuran-2,5-dione were initially charged in 40 ml of chloroform and, at room temperature, admixed dropwise with stirring with 1.84 g (17 mmol) of phenylhydrazine in 15 ml of chloroform, and the mixture was stirred at room temperature overnight. The mixture was filtered, the filtrate was concentrated under reduced pressure and the residue was purified by silica gel chromatography using ethyl acetate/cyclohexane. Yield: 1.9 g, m.p. 146-147° C. Starting materials: CCCCCC, OC1CC(F)(F)C(F)(F)C1(F)F, [Li]CCCC, C1CCOC1, O, CCCSP(=O)(Cl)OCC. The product is CCCSP(=O)(OCC)OC1CC(F)(F)C(F)(F)C1(F)F. Reaction SMILES: [CH3:34][CH2:35][CH2:36][CH2:37][CH2:38][CH3:39].[F:1][C:2]1([F:12])[CH:3]([OH:11])[CH2:4][C:5]([F:9])([F:10])[C:6]1([F:7])[F:8].[Li:13][CH2:14][CH2:15][CH2:16][CH3:17].[O:29]1[CH2:30][CH2:31][CH2:32][CH2:33]1.[OH2:28].[P:18](=[O:19])([O:20][CH2:21][CH3:22])([S:23][CH2:24][CH2:25][CH3:26])[Cl:27]>>[F:1][C:2]1([F:12])[CH:3]([O:11][P:18](=[O:19])([O:20][CH2:21][CH3:22])[S:23][CH2:24][CH2:25][CH3:26])[CH2:4][C:5]([F:9])([F:10])[C:6]1([F:7])[F:8]. Starting materials: OBO, O=C(O)CCc1ccccc1, FC(F)(F)c1cccc2c(-c3cccc(Br)c3)c(Cc3ccccc3)cnc12, COCCOC, Cl, [Na+], [Na+], O=C([O-])[O-], O. Yields the product O=C(O)CCc1ccc(-c2cccc(-c3c(Cc4ccccc4)cnc4c(C(F)(F)F)cccc34)c2)cc1. Reaction SMILES: [BH:29]([OH:30])[OH:31].[C:32](=[O:33])([OH:34])[CH2:35][CH2:36][c:37]1[cH:38][cH:39][cH:40][cH:41][cH:42]1.[CH2:1]([c:2]1[cH:3][cH:4][cH:5][cH:6][cH:7]1)[c:8]1[cH:9][n:10][c:11]2[c:12]([C:25]([F:26])([F:27])[F:28])[cH:13][cH:14][cH:15][c:16]2[c:17]1-[c:18]1[cH:19][c:20]([Br:24])[cH:21][cH:22][cH:23]1.[CH3:50][O:51][CH2:52][CH2:53][O:54][CH3:55].[ClH:49].[Na+:43].[Na+:44].[O-:45][C:46](=[O:47])[O-:48].[OH2:56]>>[CH2:1]([c:2]1[cH:3][cH:4][cH:5][cH:6][cH:7]1)[c:8]1[cH:9][n:10][c:11]2[c:12]([C:25]([F:26])([F:27])[F:28])[cH:13][cH:14][cH:15][c:16]2[c:17]1-[c:18]1[cH:19][c:20](-[c:40]2[cH:39][cH:38][c:37]([CH2:36][CH2:35][C:32](=[O:33])[OH:34])[cH:42][cH:41]2)[cH:21][cH:22][cH:23]1. Product: COC1=C(C=C2C(=N1)C(=CN2C)C2=CC=1C(=NC=CC1CNCCCN1CCCCC1)N2)OC ([2-(5,6-dimethoxy-1-methyl-1H-pyrrolo[3,2-b]pyridin-3-yl)-1H-pyrrolo[2,3-b]pyridin-4-ylmethyl]-(3-piperidin-1-yl-propyl)amine). Yield: 32.0%. Procedure details: The product is prepared by following the procedure described in example 34 stage (k), starting with 0.050 g of [2-(5,6-dimethoxy-1-methyl-1H-pyrrolo[3,2-b]pyridin-3-yl)-1-(toluene-4-sulfonyl)-1H-pyrrolo[2,3-b]pyridin-4-ylmethyl]-(3-piperidin-1-yl-propyl)amine instead of the cyclopropyl-[2-(5,6-dimethoxy-1-methyl-1H-pyrrolo[3,2-b]pyridin-3-yl)-1-(toluene-4-sulfonyl)-1H-pyrrolo[2,3-b]pyridin-4-ylmethyl]amine used in example 34 stage (k) and 0.324 cm3 of 5N potassium hydroxide. 0.012 g of [2-(5,6-d... Starting materials: COC1=C(C=C2C(=N1)C(=CN2C)C2=CC=1C(=NC=CC1CNCCCN1CCCCC1)N2S(=O)(=O)C2=CC=C(C=C2)C)OC ([2-(5,6-dimethoxy-1-methyl-1H-pyrrolo[3,2-b]pyridin-3-yl)-1-(toluene-4-sulfonyl)-1H-pyrrolo[2,3-b]pyridin-4-ylmethyl]-(3-piperidin-1-yl-propyl)amine), [OH-].[K+] (potassium hydroxide). RXN SMILES: [CH3:1][O:2][C:3]1[N:8]=[C:7]2[C:9]([C:13]3[N:32](S(C4C=CC(C)=CC=4)(=O)=O)[C:16]4=[N:17][CH:18]=[CH:19][C:20]([CH2:21][NH:22][CH2:23][CH2:24][CH2:25][N:26]5[CH2:31][CH2:30][CH2:29][CH2:28][CH2:27]5)=[C:15]4[CH:14]=3)=[CH:10][N:11]([CH3:12])[C:6]2=[CH:5][C:4]=1[O:43][CH3:44].[OH-].[K+]>>[CH3:1][O:2][C:3]1[N:8]=[C:7]2[C:9]([C:13]3[NH:32][C:16]4=[N:17][CH:18]=[CH:19][C:20]([CH2:21][NH:22][CH2:23][CH2:24][CH2:25][N:26]5[CH2:31][CH2:30][CH2:29][CH2:28][CH2:27]5)=[C:15]4[CH:14]=3)=[CH:10][N:11]([CH3:12])[C:6]2=[CH:5][C:4]=1[O:43][CH3:44] |f:1.2|. Reactants: C(C1=CC=CC=C1)ON1C(N(C2=C(C1=O)C=C(C(=N2)N2CCN(CC2)C)F)C2CC2)=O (3-benzyloxy-1-cyclopropyl-6-fluoro-7-(4-methylpiperazin-1-yl)-1H-pyrido[2,3-d]pyrimidine-2,4-dione), C(C)(=O)Cl (acetyl chloride). Reagents/catalysts: [Pd] (Pd/C). The solvent is CO (MeOH). Yields the product Cl.C1(CC1)N1C(N(C(C2=C1N=C(C(=C2)F)N2CCN(CC2)C)=O)O)=O (1-Cyclopropyl-6-fluoro-3-hydroxy-7-(4-methylpiperazin-1-yl)-1H-pyrido[2,3-d]pyrimidine-2,4dione, Hydrochloride). Reaction SMILES: C([O:8][N:9]1[C:14](=[O:15])[C:13]2[CH:16]=[C:17]([F:27])[C:18]([N:20]3[CH2:25][CH2:24][N:23]([CH3:26])[CH2:22][CH2:21]3)=[N:19][C:12]=2[N:11]([CH:28]2[CH2:30][CH2:29]2)[C:10]1=[O:31])C1C=CC=CC=1.C([Cl:35])(=O)C>CO.[Pd]>[ClH:35].[CH:28]1([N:11]2[C:12]3[N:19]=[C:18]([N:20]4[CH2:25][CH2:24][N:23]([CH3:26])[CH2:22][CH2:21]4)[C:17]([F:27])=[CH:16][C:13]=3[C:14](=[O:15])[N:9]([OH:8])[C:10]2=[O:31])[CH2:29][CH2:30]1 |f:4.5|. Procedure details: Following the procedure of Example 32, the reaction of 3-benzyloxy-1-cyclopropyl-6-fluoro-7-(4-methylpiperazin-1-yl)-1H-pyrido[2,3-d]pyrimidine-2,4-dione (Example L-2, 65 mg, 0.157 mmol), 10% Pd/C (30 mg) in MeOH (3 mL) under a hydrogen atmosphere, followed by adding a few drop of acetyl chloride into the reaction mixture provided 45 mg of the title compound as powder, mp >300° C. (decomp.). Reactants: ClC1=CC=C(C=C1)C(O)(C1CCNCC1)C1=CC=C(C=C1)Cl (α,α-bis(4-chlorophenyl)-4-piperidinemethanol), ClCCC1CN(C(O1)=O)C (5-(2-chloroethyl)-3-methyl-2-oxazolidinone), C(C(=O)O)(=O)O (oxalic acid). Product: C(C(=O)O)(=O)O.ClC1=CC=C(C=C1)C(C1CCN(CC1)CCC1CN(C(O1)=O)C)(O)C1=CC=C(C=C1)Cl (5-[2-[4-[Bis(4-chlorophenyl)hydroxymethyl]-1-piperidinyl]ethyl]-3-methyl-2-oxazolidinone oxalate). RXN SMILES: [Cl:1][C:2]1[CH:7]=[CH:6][C:5]([C:8]([C:16]2[CH:21]=[CH:20][C:19]([Cl:22])=[CH:18][CH:17]=2)([CH:10]2[CH2:15][CH2:14][NH:13][CH2:12][CH2:11]2)[OH:9])=[CH:4][CH:3]=1.Cl[CH2:24][CH2:25][CH:26]1[O:30][C:29](=[O:31])[N:28]([CH3:32])[CH2:27]1.[C:33]([OH:38])(=[O:37])[C:34]([OH:36])=[O:35]>>[C:33]([OH:38])(=[O:37])[C:34]([OH:36])=[O:35].[Cl:1][C:2]1[CH:7]=[CH:6][C:5]([C:8]([C:16]2[CH:17]=[CH:18][C:19]([Cl:22])=[CH:20][CH:21]=2)([OH:9])[CH:10]2[CH2:11][CH2:12][N:13]([CH2:24][CH2:25][CH:26]3[O:30][C:29](=[O:31])[N:28]([CH3:32])[CH2:27]3)[CH2:14][CH2:15]2)=[CH:4][CH:3]=1 |f:3.4|. Procedure details: Following the procedure of Example 1, α,α-bis(4-chlorophenyl)-4-piperidinemethanol and 5-(2-chloroethyl)-3-methyl-2-oxazolidinone are reacted and the product thereof is reacted with oxalic acid to give the title compound. Starting materials: O=C1CN=C(c2ccccn2)c2cc(Br)ccc2N1, CCO, S=P12SP3(=S)SP(=S)(S1)SP(=S)(S2)S3, c1ccncc1. Product: S=C1CN=C(c2ccccn2)c2cc(Br)ccc2N1. RXN SMILES: [Br:1][c:2]1[cH:3][cH:4][c:5]2[c:6]([cH:19]1)[C:7]([c:13]1[n:14][cH:15][cH:16][cH:17][cH:18]1)=[N:8][CH2:9][C:10](=[O:12])[NH:11]2.[CH3:40][CH2:41][OH:42].[P:26]12(=[S:27])[S:28][P:29]3(=[S:39])[S:30][P:31](=[S:37])([S:32][P:33](=[S:36])([S:34]3)[S:35]1)[S:38]2.[cH:20]1[cH:21][cH:22][n:23][cH:24][cH:25]1>>[Br:1][c:2]1[cH:3][cH:4][c:5]2[c:6]([cH:19]1)[C:7]([c:13]1[n:14][cH:15][cH:16][cH:17][cH:18]1)=[N:8][CH2:9][C:10](=[S:27])[NH:11]2. Reactants: C1CCC2=NCCCN2CC1, CC#N, COc1c(F)c(F)cc2c(=O)c(C(=O)O)cn(C3CC3)c12, NCC1CCNC1. The product is COc1c(N2CCC(CN)C2)c(F)cc2c(=O)c(C(=O)O)cn(C3CC3)c12. RXN SMILES: [CH2:29]1[CH2:30][CH2:31][C:32]2=[N:37][CH2:36][CH2:35][CH2:34][N:33]2[CH2:38][CH2:39]1.[CH3:40][C:41]#[N:42].[CH:1]1([n:4]2[cH:5][c:6]([C:19](=[O:20])[OH:21])[c:7](=[O:18])[c:8]3[cH:9][c:10]([F:17])[c:11]([F:16])[c:12]([O:14][CH3:15])[c:13]23)[CH2:2][CH2:3]1.[NH2:22][CH2:23][CH:24]1[CH2:25][NH:26][CH2:27][CH2:28]1>>[CH:1]1([n:4]2[cH:5][c:6]([C:19](=[O:20])[OH:21])[c:7](=[O:18])[c:8]3[cH:9][c:10]([F:17])[c:11]([N:26]4[CH2:25][CH:24]([CH2:23][NH2:22])[CH2:28][CH2:27]4)[c:12]([O:14][CH3:15])[c:13]23)[CH2:2][CH2:3]1.